describe an organic reaction: reactants, conditions, products, and yield From a dataset of the Open Reaction Database (ORD), a public repository of structured organic reaction records. The reactants are BrC1=C(C=C2C(CCC(C2=C1)=O)(C)C)OCC (7-bromo-6-ethoxy-4,4-dimethyl-3,4-dihydro-2H-naphthalen-1-one), N1C(N=CC=C1)=O (pyrimidinone), C[Mg]Br (methylmagnesium bromide), C(C)OCC (diethylether). Run in C1CCOC1 (THF). Reaction conditions: time 8 hour. The product is BrC=1C=C2C(=CCC(C2=CC1OCC)(C)C)C (6-Bromo-7-ethoxy-1,1,4-trimethyl-1,2-dihydronaphthalene). As a reaction SMILES: [Br:1][C:2]1[CH:11]=[C:10]2[C:5]([C:6]([CH3:14])([CH3:13])[CH2:7][CH2:8][C:9]2=O)=[CH:4][C:3]=1[O:15][CH2:16][CH3:17].N1C=CC=N[C:19]1=O.C[Mg]Br.C(OCC)C>C1COCC1>[Br:1][C:2]1[CH:11]=[C:10]2[C:5](=[CH:4][C:3]=1[O:15][CH2:16][CH3:17])[C:6]([CH3:14])([CH3:13])[CH2:7][CH:8]=[C:9]2[CH3:19]. Reported procedure: To 7-bromo-6-ethoxy-4,4-dimethyl-3,4-dihydro-2H-naphthalen-1-one (Compound A-4, 1.05 g, 3.53 mmol) in THF (12 mL) and 1,3-dimethyl-3,4,5,6-tetrahydro-2(1])-pyrimidinone (2 mL) at 0° C. was added a solution of methylmagnesium bromide (3M in diethylether (3.53 mL, 10.59 mmol). The reaction was allowed to warm up to room temperature and was stirred at 50° C. overnight. The reaction was quenched with ice water and extracted with diethylether. The organic layer was washed successively with water, bri... Reactants: CS(=O)[O-].[Na+] (sodium methanesulfinate), NC1=C(C(=NC=N1)N[C@@H](C)C1=NC2=C(N1C1CC1)C(=CC=C2)C(=O)NC)I ((S)-2-(1-(6-amino-5-iodopyrimidin-4-ylamino)ethyl)-1-cyclopropyl-N-methyl-1H-benzo[d]imidazole-7-carboxamide), CNCCNC (N,N′-dimethylethylenediamine), CS(=O)C (DMSO). The reagents and catalysts are [O-]S(=O)(=O)C(F)(F)F.[Cu+2].[O-]S(=O)(=O)C(F)(F)F (copper(II) triflate). The solvent is CCOC(=O)C (EtOAc). Run at temperature 110 celsius, time 18 hour. Yields the product NC1=C(C(=NC=N1)N[C@@H](C)C1=NC2=C(N1C1CC1)C(=CC=C2)C(=O)NC)S(=O)(=O)C (2-((1S)-1-((6-amino-5-(methylsulfonyl)-4-pyrimidinyl)amino)ethyl)-1-cyclopropyl-N-methyl-1H-benzimidazole-7-carboxamide). Reaction SMILES: [CH3:1][S:2]([O-:4])=[O:3].[Na+].[NH2:6][C:7]1[N:12]=[CH:11][N:10]=[C:9]([NH:13][C@H:14]([C:16]2[N:20]([CH:21]3[CH2:23][CH2:22]3)[C:19]3[C:24]([C:28]([NH:30][CH3:31])=[O:29])=[CH:25][CH:26]=[CH:27][C:18]=3[N:17]=2)[CH3:15])[C:8]=1I.CNCCNC.CS(C)=O>CCOC(C)=O.[O-]S(C(F)(F)F)(=O)=O.[Cu+2].[O-]S(C(F)(F)F)(=O)=O>[NH2:6][C:7]1[N:12]=[CH:11][N:10]=[C:9]([NH:13][C@H:14]([C:16]2[N:20]([CH:21]3[CH2:23][CH2:22]3)[C:19]3[C:24]([C:28]([NH:30][CH3:31])=[O:29])=[CH:25][CH:26]=[CH:27][C:18]=3[N:17]=2)[CH3:15])[C:8]=1[S:2]([CH3:1])(=[O:4])=[O:3] |f:0.1,6.7.8|. Reported procedure: To a mixture of copper(II) triflate (7.6 mg, 0.021 mmol), sodium methanesulfinate (25.7 mg, 0.251 mmol), (S)-2-(1-(6-amino-5-iodopyrimidin-4-ylamino)ethyl)-1-cyclopropyl-N-methyl-1H-benzo[d]imidazole-7-carboxamide (prepared in Example 21, 100 mg, 0.210 mmol) under N2, N,N′-dimethylethylenediamine (4.52 μL, 0.042 mmol) and DMSO (1 mL) were added. The mixture was placed in a 110° C. oil bath. After stirring for 18 h at 110° C., the mixture was cooled to rt, diluted with EtOAc, and filtered through... Starting materials: CC1(C2CCC3C(O[Si](C)(C)C(C)(C)C)CCCC32C)CC(=O)CO1, C1CCOC1, CC(C)(C)[O-], CCOC(=O)CP(=O)(OCC)OCC, [Cl-], [K+], [NH4+], O. Product: CCOC(=O)C=C1COC(C)(C2CCC3C(O[Si](C)(C)C(C)(C)C)CCCC32C)C1. Reaction SMILES: [C:21]([CH3:22])([CH3:23])([CH3:24])[Si:25]([O:26][CH:27]1[CH2:28][CH2:29][CH2:30][C:31]2([CH3:43])[CH:32]([C:36]3([CH3:42])[CH2:37][C:38](=[O:41])[CH2:39][O:40]3)[CH2:33][CH2:34][CH:35]12)([CH3:44])[CH3:45].[CH2:48]1[O:49][CH2:50][CH2:51][CH2:52]1.[CH3:15][C:16]([CH3:17])([O-:18])[CH3:19].[CH3:1][CH2:2][O:3][C:4](=[O:5])[CH2:6][P:7]([O:8][CH2:9][CH3:10])([O:11][CH2:12][CH3:13])=[O:14].[Cl-:46].[K+:20].[NH4+:47].[OH2:53]>>[CH3:1][CH2:2][O:3][C:4](=[O:5])[CH:6]=[C:38]1[CH2:37][C:36]([CH:32]2[C:31]3([CH3:43])[CH2:30][CH2:29][CH2:28][CH:27]([O:26][Si:25]([C:21]([CH3:22])([CH3:23])[CH3:24])([CH3:44])[CH3:45])[CH:35]3[CH2:34][CH2:33]2)([CH3:42])[O:40][CH2:39]1. Reactants: C(#N)C1=CN(C=C1C1=CC=CC=C1)C=1C=C(C(=O)N)C=CN1 (2-(3-cyano-4-phenylpyrrole-1-yl)isonicotinamide), [N-]=[N+]=[N-].[Na+] (sodium azide), C(C)#N (acetonitrile), Cl[Si](Cl)(Cl)Cl (tetrachlorosilane). Run in O (water), O1CCCC1 (tetrahydrofuran). Reaction conditions: temperature 80 celsius, time 8 hour. Yields the product C1(=CC=CC=C1)C=1C(=CN(C1)C1=NC=CC(=C1)C1=NN=NN1)C#N (4-Phenyl-1-[4-(1H-tetrazole-5-yl)pyridine-2-yl]-1H-pyrrole-3-carbonitrile). Yield: 80.9%. RXN SMILES: [C:1]([C:3]1[C:7]([C:8]2[CH:13]=[CH:12][CH:11]=[CH:10][CH:9]=2)=[CH:6][N:5]([C:14]2[CH:15]=[C:16]([CH:20]=[CH:21][N:22]=2)[C:17]([NH2:19])=O)[CH:4]=1)#[N:2].[N-:23]=[N+:24]=[N-:25].[Na+].C(#N)C.Cl[Si](Cl)(Cl)Cl>O.O1CCCC1>[C:8]1([C:7]2[C:3]([C:1]#[N:2])=[CH:4][N:5]([C:14]3[CH:15]=[C:16]([C:17]4[NH:25][N:24]=[N:23][N:19]=4)[CH:20]=[CH:21][N:22]=3)[CH:6]=2)[CH:13]=[CH:12][CH:11]=[CH:10][CH:9]=1 |f:1.2|. Procedure details: To a solution of 2-(3-cyano-4-phenylpyrrole-1-yl)isonicotinamide (0.058 g) and sodium azide (0.039 g) in a mixed solvent of acetonitrile (1.0 mL) and tetrahydrofuran (0.5 mL) was added tetrachlorosilane (0.068 g) at room temperature, and this mixture was stirred at 80° C. overnight. To this reaction mixture was added water, this obtained solid was collected by filtration. After washing with water, this solid was dried at 50° C. under reduced pressure to give the title compound (0.051 g). The reactants are O=C1CCC(=O)N1Br, O=C(OOC(=O)c1ccccc1)c1ccccc1, ClC(Cl)(Cl)Cl, Cc1cc2ccccc2s1. Yields the product BrCc1cc2ccccc2s1. RXN SMILES: [Br:11][N:12]1[C:13](=[O:14])[CH2:15][CH2:16][C:17]1=[O:18].[C:19]([O:20][O:21][C:22](=[O:23])[c:24]1[cH:25][cH:26][cH:27][cH:28][cH:29]1)(=[O:30])[c:31]1[cH:32][cH:33][cH:34][cH:35][cH:36]1.[C:37]([Cl:38])([Cl:39])([Cl:40])[Cl:41].[CH3:1][c:2]1[s:3][c:4]2[c:5]([cH:6]1)[cH:7][cH:8][cH:9][cH:10]2>>[CH2:1]([c:2]1[s:3][c:4]2[c:5]([cH:6]1)[cH:7][cH:8][cH:9][cH:10]2)[Br:11]. Reactants: CCOC(C)=O, CC(=O)Nc1cccc(N)c1, C1COCCO1, O, NC(=O)c1cnc(On2nnc3ccccc32)nc1NCC1CCCN(C(=O)OCc2ccccc2)C1. Product: CC(=O)Nc1cccc(Nc2ncc(C(N)=O)c(NCC3CCCN(C(=O)OCc4ccccc4)C3)n2)c1. As a reaction SMILES: [CH3:50][CH2:51][O:52][C:53]([CH3:54])=[O:55].[NH2:38][c:39]1[cH:40][c:41]([NH:42][C:43]([CH3:44])=[O:45])[cH:46][cH:47][cH:48]1.[O:56]1[CH2:57][CH2:58][O:59][CH2:60][CH2:61]1.[OH2:49].[n:1]1([O:2][c:11]2[n:12][cH:13][c:14]([C:35]([NH2:36])=[O:37])[c:15]([NH:17][CH2:18][CH:19]3[CH2:20][N:21]([C:25](=[O:26])[O:27][CH2:28][c:29]4[cH:30][cH:31][cH:32][cH:33][cH:34]4)[CH2:22][CH2:23][CH2:24]3)[n:16]2)[c:3]2[cH:4][cH:5][cH:6][cH:7][c:8]2[n:9][n:10]1>>[c:11]1([NH:38][c:39]2[cH:40][c:41]([NH:42][C:43]([CH3:44])=[O:45])[cH:46][cH:47][cH:48]2)[n:12][cH:13][c:14]([C:35]([NH2:36])=[O:37])[c:15]([NH:17][CH2:18][CH:19]2[CH2:20][N:21]([C:25](=[O:26])[O:27][CH2:28][c:29]3[cH:30][cH:31][cH:32][cH:33][cH:34]3)[CH2:22][CH2:23][CH2:24]2)[n:16]1.